This data is from the Open Reaction Database (ORD), a public repository of structured organic reaction records. The task is: describe an organic reaction: reactants, conditions, products, and yield RXN SMILES: [CH:1]1([O:6][C:7]2[CH:8]=[C:9]([CH:15]([C:24]#[C:25][C:26]3[CH:31]=[CH:30][CH:29]=[CH:28][CH:27]=3)[CH2:16][NH:17][C:18](=[O:23])[C:19]([O:21]C)=[O:20])[CH:10]=[CH:11][C:12]=2[O:13][CH3:14])[CH2:5][CH2:4][CH2:3][CH2:2]1.[OH-].[Na+].[CH3:34]CO>O>[CH3:34][N:17]([CH2:16][CH:15]([C:9]1[CH:10]=[CH:11][C:12]([O:13][CH3:14])=[C:7]([O:6][CH:1]2[CH2:5][CH2:4][CH2:3][CH2:2]2)[CH:8]=1)[C:24]#[C:25][C:26]1[CH:31]=[CH:30][CH:29]=[CH:28][CH:27]=1)[C:18](=[O:23])[C:19]([OH:21])=[O:20] |f:1.2|. The product is CN(C(C(=O)O)=O)CC(C#CC1=CC=CC=C1)C1=CC(=C(C=C1)OC)OC1CCCC1 ((+/-)-Methyl 2-(3-cyclopentyloxy-4methoxyphenyl)-4-phenyl-but-3-ynyloxamic acid). Procedure details: A solution of (+,-)-methyl 2-(3-cyclopentyloxy-4-methoxyphenyl)-4-phenyl-but-3-ynyloxamate (100 mg, 0.24 mmol) in hot EtOH (3 ml) was treated with 2.5N NaOH (0.5 ml). The reaction was diluted with H2O, acidified with Hcl, and extracted with EtOAc. The extracts were washed with H2O, dried and the solvent evaporated. The residue was recrystallized from MeCN, and gave the titled compound, 42 mg (44%). mp 157-159°. 1H NMR (400 MHz, CDCl3 +DMSO-D6) δ 7.63 (t, 1 H), 7.45 (m, 2 H), 7.30 (m, 4 H), 6.97 ... Run in O (H2O). Starting materials: C1(CCCC1)OC=1C=C(C=CC1OC)C(CNC(C(=O)OC)=O)C#CC1=CC=CC=C1 ((+,-)-methyl 2-(3-cyclopentyloxy-4-methoxyphenyl)-4-phenyl-but-3-ynyloxamate), [OH-].[Na+] (NaOH), CCO (EtOH). Starting materials: ClC1=CC=C(C=C1)C1=NC=2C(=NC=CC2)N1CC(=O)O (2-(4-chlorophenyl)-3H-imidazo[4,5-b]pyridine-3-acetic acid), C(=O)(N1C=NC=C1)N1C=NC=C1 (1,1'-carbonyldiimidazole), C1(CC1)N (cyclopropylamine). Solvent: O1CCCC1 (tetrahydrofuran). Reaction conditions: time 3 hour. Product: ClC1=CC=C(C=C1)C1=NC=2C(=NC=CC2)N1CC(=O)NC1CC1 (2-(4-Chlorophenyl)-N-cyclopropyl-3H-imidazo[4,5-b]pyridine-3-acetamide). The yield is 52.5%. Reaction SMILES: [Cl:1][C:2]1[CH:7]=[CH:6][C:5]([C:8]2[N:16]([CH2:17][C:18]([OH:20])=O)[C:11]3=[N:12][CH:13]=[CH:14][CH:15]=[C:10]3[N:9]=2)=[CH:4][CH:3]=1.C(N1C=CN=C1)(N1C=CN=C1)=O.[CH:33]1([NH2:36])[CH2:35][CH2:34]1>O1CCCC1>[Cl:1][C:2]1[CH:3]=[CH:4][C:5]([C:8]2[N:16]([CH2:17][C:18]([NH:36][CH:33]3[CH2:35][CH2:34]3)=[O:20])[C:11]3=[N:12][CH:13]=[CH:14][CH:15]=[C:10]3[N:9]=2)=[CH:6][CH:7]=1. Procedure details: Under nitrogen bubbling, a mixture of 2-(4-chlorophenyl)-3H-imidazo[4,5-b]pyridine-3-acetic acid (4.0 g, 0.014 mole) and 1,1'-carbonyldiimidazole (2.27 g, 0.014 mole) in 150 ml of tetrahydrofuran was stirred at room temperature for 3 hours. Then, under nitrogen atmosphere, cyclopropylamine (2.40 g, 0.042 mole) was added and the reaction mixture was allowed to stir at room temperature overnight. The tetrahydrofuran was evaporated and the residue was recrystallized from isopropyl alcohol with refr... The reactants are CCOC(=O)C (EtOAc), COC(CC(CC(C=CC=1N(N=C(C1C(C)C)C(N(CC1=C(C=CC=C1)C)C)=O)C1=CC=C(C=C1)F)O[Si](C)(C)C(C)(C)C)=O)=O (5-(tert-butyl-dimethyl-silanyloxy)-7-{2-(4-fluoro-phenyl)-4-isopropyl-5-[methyl-(2-methyl-benzyl)-carbamoyl]-2H-pyrazol-3-yl}-3-oxo-hept-6-enoic acid methyl ester). Product: COC(CC(CC(C=CC=1N(N=C(C1C(C)C)C(N(CC1=C(C=CC=C1)C)C)=O)C1=CC=C(C=C1)F)O)=O)=O (7-{2-(4-fluoro-phenyl)-4-isopropyl-5-[methyl-(2-methyl-benzyl)-carbamoyl]-2H-pyrazol-3-yl}-5-hydroxy-3-oxo-hept-6-enoic acid methyl ester). Run at temperature 25 celsius, time 16 hour. Procedure: To a solution of 5-(tert-butyl-dimethyl-silanyloxy)-7-{2-(4-fluoro-phenyl)-4-isopropyl-5-[methyl-(2-methyl-benzyl)-carbamoyl]-2H-pyrazol-3-yl}-3-oxo-hept-6-enoic acid methyl ester (2.48 g, 3.82 mmol) in MeCN (40 mL) at 25° C. was added HF (2.5 mL of 48% in water). Reaction was stirred at 25° C. for 16 hrs. Subsequently, EtOAc (100 mL) and water (100 mL) were added and the organic layer was separated, dried and concentrated. Product was purified by column chromatography (30%-50% EtOAc-Hex) to aff... Reaction SMILES: [CH3:1][O:2][C:3](=[O:46])[CH2:4][C:5](=[O:45])[CH2:6][CH:7]([O:37][Si](C(C)(C)C)(C)C)[CH:8]=[CH:9][C:10]1[N:11]([C:30]2[CH:35]=[CH:34][C:33]([F:36])=[CH:32][CH:31]=2)[N:12]=[C:13]([C:18](=[O:29])[N:19]([CH3:28])[CH2:20][C:21]2[CH:26]=[CH:25][CH:24]=[CH:23][C:22]=2[CH3:27])[C:14]=1[CH:15]([CH3:17])[CH3:16].CCOC(C)=O>CC#N.O>[CH3:1][O:2][C:3](=[O:46])[CH2:4][C:5](=[O:45])[CH2:6][CH:7]([OH:37])[CH:8]=[CH:9][C:10]1[N:11]([C:30]2[CH:31]=[CH:32][C:33]([F:36])=[CH:34][CH:35]=2)[N:12]=[C:13]([C:18](=[O:29])[N:19]([CH3:28])[CH2:20][C:21]2[CH:26]=[CH:25][CH:24]=[CH:23][C:22]=2[CH3:27])[C:14]=1[CH:15]([CH3:16])[CH3:17]. Run in O (water), CC#N (MeCN), O (water). The yield is 99.2%. Reactants: C(C)(C)(C)NS(=O)(=O)CCC(CC)OC(C1=CC=CC=C1)=O (N-t-butyl-3-benzoyloxy-1-pentanesulfonamide). Solvent: FC(C(=O)O)(F)F (trifluoroacetic acid). Run at time 8 hour. The product is C(C1=CC=CC=C1)(=O)OC(CCS(=O)(=O)N)CC (3-benzoyloxy-1-pentanesulfonamide). Isolated yield 80.9%. Reaction SMILES: C([NH:5][S:6]([CH2:9][CH2:10][CH:11]([O:14][C:15](=[O:22])[C:16]1[CH:21]=[CH:20][CH:19]=[CH:18][CH:17]=1)[CH2:12][CH3:13])(=[O:8])=[O:7])(C)(C)C>FC(F)(F)C(O)=O>[C:15]([O:14][CH:11]([CH2:12][CH3:13])[CH2:10][CH2:9][S:6]([NH2:5])(=[O:8])=[O:7])(=[O:22])[C:16]1[CH:21]=[CH:20][CH:19]=[CH:18][CH:17]=1. Procedure: A mixture of N-t-butyl-3-benzoyloxy-1-pentanesulfonamide (90.4 g) and trifluoroacetic acid (200 ml) was stirred overnight at room temperature. Trifluoroacetic acid was removed under reduced pressure and water and chloroform were added to the residue. A saturated aqueous solution of sodium hydrogencarbonate was added thereto with vigorously stirring until the aqueous layer became neutral. After extraction with chloroform, the organic layer was washed with saturated brine, dried over sodium sulfat... The reactants are C([O-])([O-])=O.[K+].[K+] (potassium carbonate), C(C)(C)N1CCNCC1 (isopropyl piperazine), COC=1C=C2CCNC2=CC1[N+](=O)[O-] (5-(methyloxy)-6-nitro-2,3-dihydro-1H-indole), C(C)(C)N(CC)C(C)C (diisopropyl ethylamine), BrCC(=O)Cl (bromoacetyl chloride). Run in ClCCl (dichloromethane), ClCCl (dichloromethane). Conditions: time 2 hour. Yields the product CC(C)N1CCN(CC1)CC(=O)N1CCC2=CC(=C(C=C12)[N+](=O)[O-])OC (1-{[4-(1-methylethyl)-1-piperazinyl]acetyl}-5-(methyloxy)-6-nitro-2,3-dihydro-1H-indole). The yield is 64.4%. As a reaction SMILES: [CH3:1][O:2][C:3]1[CH:4]=[C:5]2[C:9](=[CH:10][C:11]=1[N+:12]([O-:14])=[O:13])[NH:8][CH2:7][CH2:6]2.C(N(C(C)C)CC)(C)C.Br[CH2:25][C:26](Cl)=[O:27].C(=O)([O-])[O-].[K+].[K+].[CH:35]([N:38]1[CH2:43][CH2:42][NH:41][CH2:40][CH2:39]1)([CH3:37])[CH3:36]>ClCCl>[CH3:36][CH:35]([N:38]1[CH2:43][CH2:42][N:41]([CH2:25][C:26]([N:8]2[C:9]3[C:5](=[CH:4][C:3]([O:2][CH3:1])=[C:11]([N+:12]([O-:14])=[O:13])[CH:10]=3)[CH2:6][CH2:7]2)=[O:27])[CH2:40][CH2:39]1)[CH3:37] |f:3.4.5|. Procedure: To a solution of 5-(methyloxy)-6-nitro-2,3-dihydro-1H-indole (0.5 g, 2.57 mmols) and polymer-bound diisopropyl ethylamine (2.10 g, 7.73 mmol) in dichloromethane (50 mL) was added bromoacetyl chloride (0.49 g, 3.11 mmol) via a dropwise addition. After stirring for two hrs at room temperature, the solids were removed by vacuum filtration. The filtrate was concentrated under reduced pressure, maintained under high vacuum for several hours, redissolved in THF (20 mL) and to this crude mixture was ad... The reactants are ClC1=C(C=C(C=C1)C(CC(C=O)(C(F)(F)F)O)C)OC ((rac.)-4-(4-chloro-3-methoxyphenyl)-2-hydroxy-2-(trifluoromethyl)-pentanal), NC1=C2C=NC(=NC2=C(C=C1)F)C (5-amino-8-fluoro-2-methylquinazoline), CC=1C=CC=CC1C (o-xylene), [Cl-].[Na+] (sodium chloride). The reagents and catalysts are [Ti+4] (titanium(IV)). Run at temperature 120 celsius, time 20 minute. The product is ClC1=C(C=C(C=C1)C(CC(C(F)(F)F)(O)/C=N/C1=C2C=NC(=NC2=C(C=C1)F)C)(C)C)OC (4-(4-Chloro-3-methoxy-phenyl)-1,1,1-trifluoro-2-([(E)-8-fluoro-2-methyl-quinazolin-5-ylimino]-methyl)-4-methyl-pentan-2-ol). Yield: 62.8%. RXN SMILES: [Cl:1][C:2]1[CH:7]=[CH:6][C:5]([CH:8]([CH3:18])[CH2:9][C:10]([OH:17])([C:13]([F:16])([F:15])[F:14])[CH:11]=O)=[CH:4][C:3]=1[O:19][CH3:20].[NH2:21][C:22]1[CH:31]=[CH:30][C:29]([F:32])=[C:28]2[C:23]=1[CH:24]=[N:25][C:26]([CH3:33])=[N:27]2.[Cl-].[Na+].[CH3:36]C1C=CC=CC=1C>[Ti+4]>[Cl:1][C:2]1[CH:7]=[CH:6][C:5]([C:8]([CH3:18])([CH3:36])[CH2:9][C:10](/[CH:11]=[N:21]/[C:22]2[CH:31]=[CH:30][C:29]([F:32])=[C:28]3[C:23]=2[CH:24]=[N:25][C:26]([CH3:33])=[N:27]3)([OH:17])[C:13]([F:14])([F:15])[F:16])=[CH:4][C:3]=1[O:19][CH3:20] |f:2.3|. Procedure details: 350 mg (1.08 mmol) of (rac.)-4-(4-chloro-3-methoxyphenyl)-2-hydroxy-2-(trifluoromethyl)-pentanal is mixed in 5.8 ml of o-xylene with 190.9 mg (1.08 mmol) of 5-amino-8-fluoro-2-methylquinazoline. After 0.64 ml (2.16) of titanium(IV) isopropylate is added, it is refluxed for three hours (bath temperature 120° C.). After cooling, the batch is added to saturated sodium chloride solution and stirred vigorously for 20 minutes. After being extracted twice with ethyl acetate, the combined organic extrac... Reactants: C(CC)C1=NC2=C(N1CC1=CC=C(C=C1)C=1C(=CC=CC1)C(=O)OC)C=C(C=C2)C=2CCC(NN2)=O (methyl 4'-[[2-n-propyl-6-(4,5-dihydro-2H-pyridazin-3-on-6-yl)-benzimidazol-1-yl]methyl]biphenyl-2-carboxylate), [OH-].[Na+] (sodium hydroxide). The solvent is C(C)O (ethanol). Product: C(CC)C1=NC2=C(N1CC1=CC=C(C=C1)C=1C(=CC=CC1)C(=O)O)C=C(C=C2)C=2CCC(NN2)=O (4'-[[2-n-Propyl-6-(4,5-dihydro-2H-pyridazin-3-on-6-yl)-benzimidazol-1-yl]methyl]biphenyl-2-carboxylic acid). As a reaction SMILES: [CH2:1]([C:4]1[N:8]([CH2:9][C:10]2[CH:15]=[CH:14][C:13]([C:16]3[C:17]([C:22]([O:24]C)=[O:23])=[CH:18][CH:19]=[CH:20][CH:21]=3)=[CH:12][CH:11]=2)[C:7]2[CH:26]=[C:27]([C:30]3[CH2:31][CH2:32][C:33](=[O:36])[NH:34][N:35]=3)[CH:28]=[CH:29][C:6]=2[N:5]=1)[CH2:2][CH3:3].[OH-].[Na+]>C(O)C>[CH2:1]([C:4]1[N:8]([CH2:9][C:10]2[CH:15]=[CH:14][C:13]([C:16]3[C:17]([C:22]([OH:24])=[O:23])=[CH:18][CH:19]=[CH:20][CH:21]=3)=[CH:12][CH:11]=2)[C:7]2[CH:26]=[C:27]([C:30]3[CH2:31][CH2:32][C:33](=[O:36])[NH:34][N:35]=3)[CH:28]=[CH:29][C:6]=2[N:5]=1)[CH2:2][CH3:3] |f:1.2|. Procedure details: Prepared analogously to Example 64 from methyl 4'-[[2-n-propyl-6-(4,5-dihydro-2H-pyridazin-3-on-6-yl)-benzimidazol-1-yl]methyl]biphenyl-2-carboxylate and sodium hydroxide solution in ethanol. The reactants are N1[C@H](C(=O)O)CCC1.C(C1=CC=CC=C1)NC([C@@H](N)[C@@H](C)CC)=O (L-proline L-isoleucine benzylamide), O(C1=CC=CC=C1)C1=CC=C(C=C1)C(CBr)=O (4'-phenoxy-2-bromoacetophenone). Product: O(C1=CC=CC=C1)C1=CC=C(C=C1)C(CN1[C@H](C(=O)N(C([C@@H](N)[C@@H](C)CC)=O)CC2=CC=CC=C2)CCC1)=O (L-isoleucine, N-[1-(2-(4-phenoxyphenyl)-2-oxoethyl)-L-prolyl] benzylamide). Isolated yield 42.7%. Reaction SMILES: [NH:1]1[CH2:8][CH2:7][CH2:6][C@H:2]1[C:3]([OH:5])=O.[CH2:9]([NH:16][C:17](=[O:24])[C@H:18]([C@H:20]([CH2:22][CH3:23])[CH3:21])[NH2:19])[C:10]1[CH:15]=[CH:14][CH:13]=[CH:12][CH:11]=1.[O:25]([C:32]1[CH:37]=[CH:36][C:35]([C:38](=[O:41])[CH2:39]Br)=[CH:34][CH:33]=1)[C:26]1[CH:31]=[CH:30][CH:29]=[CH:28][CH:27]=1>>[O:25]([C:32]1[CH:33]=[CH:34][C:35]([C:38](=[O:41])[CH2:39][N:1]2[CH2:8][CH2:7][CH2:6][C@H:2]2[C:3]([N:16]([CH2:9][C:10]2[CH:15]=[CH:14][CH:13]=[CH:12][CH:11]=2)[C:17](=[O:24])[C@H:18]([C@H:20]([CH2:22][CH3:23])[CH3:21])[NH2:19])=[O:5])=[CH:36][CH:37]=1)[C:26]1[CH:31]=[CH:30][CH:29]=[CH:28][CH:27]=1 |f:0.1|. Procedure details: Using the procedure described in Example 5, treatment of L-proline-L-isoleucine benzylamide (200 mg, 0.63 mmol) with 4'-phenoxy-2-bromoacetophenone (275 mg, 0.95 mmol, 1.5 eq) provided 142 mg of L-isoleucine, N-[1-(2-(4-phenoxyphenyl)-2-oxoethyl)-L-prolyl] benzylamide as a foam. Reactants: O=C([O-])[O-], COc1ccccc1N1CCNCC1, CN(C)C=O, CCOC(C)=O, Cl, [I-], [K+], [K+], [K+], CCOC(=O)CCCn1cc(C(=O)c2ccc(N)c(OCCCCl)c2)c2ccccc21. The product is Cl, CCOC(=O)CCCn1cc(C(=O)c2ccc(N)c(OCCCN3CCN(c4ccccc4OC)CC3)c2)c2ccccc21. As a reaction SMILES: [C:49](=[O:50])([O-:51])[O-:52].[CH3:33][O:34][c:35]1[c:36]([N:41]2[CH2:42][CH2:43][NH:44][CH2:45][CH2:46]2)[cH:37][cH:38][cH:39][cH:40]1.[CH3:55][N:56]([CH3:57])[CH:58]=[O:59].[CH3:60][CH2:61][O:62][C:63](=[O:64])[CH3:65].[ClH:32].[I-:48].[K+:47].[K+:53].[K+:54].[NH2:1][c:2]1[c:3]([O:27][CH2:28][CH2:29][CH2:30][Cl:31])[cH:4][c:5]([C:6](=[O:7])[c:8]2[cH:9][n:10]([CH2:17][CH2:18][CH2:19][C:20](=[O:21])[O:22][CH2:23][CH3:24])[c:11]3[cH:12][cH:13][cH:14][cH:15][c:16]23)[cH:25][cH:26]1>>[ClH:31].[NH2:1][c:2]1[c:3]([O:27][CH2:28][CH2:29][CH2:30][N:44]2[CH2:43][CH2:42][N:41]([c:36]3[c:35]([O:34][CH3:33])[cH:40][cH:39][cH:38][cH:37]3)[CH2:46][CH2:45]2)[cH:4][c:5]([C:6](=[O:7])[c:8]2[cH:9][n:10]([CH2:17][CH2:18][CH2:19][C:20](=[O:21])[O:22][CH2:23][CH3:24])[c:11]3[cH:12][cH:13][cH:14][cH:15][c:16]23)[cH:25][cH:26]1. Reactants: C1CCOC1 (THF), C1=C(C=CC2=CC=CC=C12)O (2-naphthol), CO (methanol), C1=CC=CC1 (cyclopentadiene), CO (methanol). Solvent: CC(C)CC(=O)C (MIBK). Yields the product C1(C=CCC1)C1=C(C=CC2=CC=CC=C12)O (1-(2-Cyclopenten-1-yl)-2-naphthol). RXN SMILES: [CH:1]1[C:10]2[C:5](=[CH:6][CH:7]=[CH:8][CH:9]=2)[CH:4]=[CH:3][C:2]=1[OH:11].CO.[CH:14]1[CH2:18][CH:17]=[CH:16][CH:15]=1.C1COCC1>CC(CC(C)=O)C>[CH:18]1([C:1]2[C:10]3[C:5](=[CH:6][CH:7]=[CH:8][CH:9]=3)[CH:4]=[CH:3][C:2]=2[OH:11])[CH2:17][CH2:16][CH:15]=[CH:14]1. Procedure: Into a 2-liter flask having a stirrer, a condenser and a thermometer, 144 g of 2-naphthol, 200 g of methanol and 40 g of PTS were introduced, and a solution of mixture of 66 g of cyclopentadiene and 60 g of methanol was added dropwise over a period of 3 hours while stirring the mixture at room temperature, followed by further stirring for 4 hours at room temperature. To the reaction solution thus obtained, THF and MIBK were added, and the resultant solution was washed with 200 ml of an aqueous 1...